Dataset: the Open Reaction Database (ORD), a public repository of structured organic reaction records. Task: describe an organic reaction: reactants, conditions, products, and yield Starting materials: OCCCCCC1CN(CCC1)C(=O)OCC1=CC=CC=C1 (Phenylmethyl 3-(5-hydroxypentyl)-1-piperidinecarboxylate), N1CCC(CC1)CCCCCCO (6-(4-piperidinyl)-1-hexanol). Product: OCCCCCCC1CCN(CC1)C(=O)OCC1=CC=CC=C1 (Phenylmethyl 4-(6-hydroxyhexyl)-1-piperidinecarboxylate). RXN SMILES: OCCCCC[CH:7]1[CH2:12][CH2:11][CH2:10][N:9]([C:13]([O:15][CH2:16][C:17]2[CH:22]=[CH:21][CH:20]=[CH:19][CH:18]=2)=[O:14])[CH2:8]1.N1CCC([CH2:29][CH2:30][CH2:31][CH2:32][CH2:33][CH2:34][OH:35])CC1>>[OH:35][CH2:34][CH2:33][CH2:32][CH2:31][CH2:30][CH2:29][CH:12]1[CH2:7][CH2:8][N:9]([C:13]([O:15][CH2:16][C:17]2[CH:18]=[CH:19][CH:20]=[CH:21][CH:22]=2)=[O:14])[CH2:10][CH2:11]1. Procedure details: Prepared similarly to Intermediate 64 from 6-(4-piperidinyl)-1-hexanol. LCMS (System B): tRET=3.00 min; MH+ 320 The reactants are C(#N)C=1C=C2C=CN=CC2=C2C1C1=C(S2)C=CC=C1 (6-cyanobenzothieno[3,2-h]isoquinoline), [OH-].[NH4+] (ammonium hydroxide), ice, S(O)(O)(=O)=O (sulfuric acid). The solvent is O (water), O (water). The product is C1=NC=CC2=CC(=C3C(=C12)SC1=C3C=CC=C1)C(=O)N (Benzothieno[3,2h]Isoquinoline-6-Carboxylic Acid Amide). RXN SMILES: [C:1]([C:3]1[CH:4]=[C:5]2[C:10](=[C:11]3[S:15][C:14]4[CH:16]=[CH:17][CH:18]=[CH:19][C:13]=4[C:12]=13)[CH:9]=[N:8][CH:7]=[CH:6]2)#[N:2].S(=O)(=O)(O)[OH:21].[OH-].[NH4+]>O>[CH:9]1[C:10]2[C:5](=[CH:4][C:3]([C:1]([NH2:2])=[O:21])=[C:12]3[C:13]4[CH:19]=[CH:18][CH:17]=[CH:16][C:14]=4[S:15][C:11]3=2)[CH:6]=[CH:7][N:8]=1 |f:2.3|. Procedure details: Two hundred mg of 6-cyanobenzothieno[3,2-h]isoquinoline (4), prepared in the preceding Example, was mixed with a solution of 2 ml water and 3 ml concentrated sulfuric acid. The reaction mixture was heated at 110° C.-120° C., and gave rise to a yellowish brown solution. After heating for approximately 5 hr, when TLC indicated the absence of starting material, the reaction mixture was poured onto 40 ml ice and water. The yellow solution thus obtained was made alkaline (to a pH of about 8) with con... The reactants are C1CCOC1, CS(C)=O, C[S+](C)C, CC(=O)c1ccc(F)cc1F, [H-], [I-], [Na+], O. The product is CC1(c2ccc(F)cc2F)CO1. Reaction SMILES: [CH2:23]1[O:24][CH2:25][CH2:26][CH2:27]1.[CH3:1][S:2]([CH3:3])=[O:4].[CH3:8][S+:9]([CH3:10])[CH3:11].[F:12][c:13]1[c:14]([C:20]([CH3:21])=[O:22])[cH:15][cH:16][c:17]([F:19])[cH:18]1.[H-:6].[I-:7].[Na+:5].[OH2:28]>>[CH3:8][C:20]1([c:14]2[c:13]([F:12])[cH:18][c:17]([F:19])[cH:16][cH:15]2)[CH2:21][O:22]1. The reactants are BrC1=CC=C(O[C@@H]2[C@@H](CCC2)NS(=O)(=O)C(C)C)C=C1 (cis-N-[2-(4-bromophenoxy)cyclopentyl]propane-2-sulfonamide), BrC1=C(C=C(O[C@H]2[C@H](CCC2)N)C=C1)F ((1S,2R)-2-(4-bromo-3-fluorophenoxy)cyclopentanamine). Product: BrC1=C(C=C(O[C@H]2[C@H](CCC2)NS(=O)(=O)C(C)C)C=C1)F (N-[(1S,2R)-2-(4-bromo-3-fluorophenoxy)-cyclopentyl]propane-2-sulfonamide). Reaction SMILES: [Br:1][C:2]1[CH:20]=[CH:19][C:5]([O:6][C@H:7]2[CH2:11][CH2:10][CH2:9][C@H:8]2[NH:12][S:13]([CH:16]([CH3:18])[CH3:17])(=[O:15])=[O:14])=[CH:4][CH:3]=1.BrC1C=CC(O[C@@H]2CCC[C@@H]2N)=CC=1[F:35]>>[Br:1][C:2]1[CH:3]=[CH:4][C:5]([O:6][C@@H:7]2[CH2:11][CH2:10][CH2:9][C@@H:8]2[NH:12][S:13]([CH:16]([CH3:18])[CH3:17])(=[O:15])=[O:14])=[CH:19][C:20]=1[F:35]. Procedure details: The title compound of Step 7 was prepared according to the general procedure for the synthesis of cis-N-[2-(4-bromophenoxy)cyclopentyl]propane-2-sulfonamide in Example 5, except that (1S,2R)-2-(4-bromo-3-fluorophenoxy)cyclopentanamine was used instead of cis-2-(4-bromophenoxy)cyclopentanamine, and the chromatographic purification was carried out with a gradient of 0% to 10% methanol in dichloromethane, to provide the title compound as an off-white solid. Yield: 4.15 g, 10.9 mmol, 54% from (1R,2R... Reagents/catalysts: [Ni] (Raney nickel). Yields the product C1OC=2C=C3C=CNC3=CC2O1 (5,6-methylenedioxyindole). Procedure details: A solution containing 11.83 g. of trans-β-dimethylamino-4,5 -methylenedioxy-2-nitrostyrene in 250 ml. of benzene was shaken with 1 teaspoonful of Raney nickel under an initial hydrogen pressure of 3.5 atm. until hydrogen absorption ceased. The catalyst was removed by filtration and washed several times with benzene. The filtrate and washings were washed with 1M sulfuric acid (2 × 100 ml.), 100 ml. of water, and 100 ml. of 10% sodium bicarbonate. The combined organic phases were dried (Na2SO4), f... Solvent: C1=CC=CC=C1 (benzene), C1=CC=CC=C1 (benzene). As a reaction SMILES: CN(C)/[CH:3]=[CH:4]/[C:5]1[CH:10]=[C:9]2[O:11][CH2:12][O:13][C:8]2=[CH:7][C:6]=1[N+:14]([O-])=O>[Ni].C1C=CC=CC=1>[CH2:12]1[O:13][C:8]2[CH:7]=[C:6]3[C:5]([CH:4]=[CH:3][NH:14]3)=[CH:10][C:9]=2[O:11]1. Reactants: CN(\C=C\C1=C(C=C2C(=C1)OCO2)[N+](=O)[O-])C (trans-β-dimethylamino-4,5 -methylenedioxy-2-nitrostyrene). Yield: 50.0%. Reactants: C(C)C=1C=C2C=3C=CC=CC3C=CC2=C2C=CC=CC12 (6-Ethylchrysene), C1=CC=CC=2C3=CC(=C4C=CC=CC4=C3C=CC12)C=O (6-Chrysenecarbaldehyde). Procedure: 6-Ethylchrysene (Cambridge Chemical, Inc., 60 g, 0.234 mol) was formylated according to the procedure outlined in 1A, except that CH2Cl2 (1 L) was used as the reaction solvent. The crude material was chromatographed on a plug of SiO2 (1 kg) using PhCH3 as the eluting solvent, afforded 50.38 g (76%) of 12-ethyl-6-chrysenecarbaldehyde mp 138°-139°, (C, H). Yields the product C(C)C1=CC2=C3C=CC=CC3=C(C=C2C=2C=CC=CC12)C=O (12-ethyl-6-chrysenecarbaldehyde). Solvent: C(Cl)Cl (CH2Cl2). Yield: 76.0%. Reaction SMILES: [CH2:1]([C:3]1[CH:4]=[C:5]2[C:14](=[C:15]3[C:20]=1[CH:19]=[CH:18][CH:17]=[CH:16]3)[CH:13]=[CH:12][C:11]1[CH:10]=[CH:9][CH:8]=[CH:7][C:6]2=1)[CH3:2].C1C2C=CC3C(=CC([CH:39]=[O:40])=C4C=3C=CC=C4)C=2C=CC=1>C(Cl)Cl>[CH2:1]([C:3]1[C:20]2[CH:19]=[CH:18][CH:17]=[CH:16][C:15]=2[C:14]2[C:5](=[C:6]3[C:11](=[C:12]([CH:39]=[O:40])[CH:13]=2)[CH:10]=[CH:9][CH:8]=[CH:7]3)[CH:4]=1)[CH3:2].